This data is from the Open Reaction Database (ORD), a public repository of structured organic reaction records. The task is: describe an organic reaction: reactants, conditions, products, and yield The reactants are CCOC(C)=O, CCOC(=O)c1cnc(Cl)c(Cl)c1, [K+], [K+], CC(C)(C)OC(=O)N1CCC(N)C1, O=C([O-])[O-], CN(C)C=O, O. Yields the product CCOC(=O)c1cnc(NC2CCN(C(=O)OC(C)(C)C)C2)c(Cl)c1. Reaction SMILES: [CH3:33][CH2:34][O:35][C:36]([CH3:37])=[O:38].[Cl:1][c:2]1[c:3]([Cl:13])[n:4][cH:5][c:6]([C:7](=[O:8])[O:9][CH2:10][CH3:11])[cH:12]1.[K+:27].[K+:28].[NH2:14][CH:15]1[CH2:16][N:17]([C:20](=[O:21])[O:22][C:23]([CH3:24])([CH3:25])[CH3:26])[CH2:18][CH2:19]1.[O-:29][C:30]([O-:31])=[O:32].[O:39]=[CH:40][N:41]([CH3:42])[CH3:43].[OH2:44]>>[Cl:1][c:2]1[c:3]([NH:14][CH:15]2[CH2:16][N:17]([C:20](=[O:21])[O:22][C:23]([CH3:24])([CH3:25])[CH3:26])[CH2:18][CH2:19]2)[n:4][cH:5][c:6]([C:7](=[O:8])[O:9][CH2:10][CH3:11])[cH:12]1. The reactants are C(C1=CC=CC=C1)OC(=O)N1CCC(CC1)CCCCC(C(=O)OCC)O (ethyl 6-(1-benzyloxycarbonyl-4-piperidyl)-2-hydroxyhexanoate), C(C)(=O)OCC (ethyl acetate), N1=CC=CC=C1 (pyridine), S(=O)(Cl)Cl (thionyl chloride). The solvent is O (water). The product is C(C1=CC=CC=C1)OC(=O)N1CCC(CC1)CCCCC(C(=O)OCC)Cl (ethyl 6-(1-benzyloxycarbonyl-4-piperidyl)-2-chlorohexanoate). RXN SMILES: [CH2:1]([O:8][C:9]([N:11]1[CH2:16][CH2:15][CH:14]([CH2:17][CH2:18][CH2:19][CH2:20][CH:21](O)[C:22]([O:24][CH2:25][CH3:26])=[O:23])[CH2:13][CH2:12]1)=[O:10])[C:2]1[CH:7]=[CH:6][CH:5]=[CH:4][CH:3]=1.C(OCC)(=O)C.N1C=CC=CC=1.S(Cl)([Cl:42])=O>O>[CH2:1]([O:8][C:9]([N:11]1[CH2:16][CH2:15][CH:14]([CH2:17][CH2:18][CH2:19][CH2:20][CH:21]([Cl:42])[C:22]([O:24][CH2:25][CH3:26])=[O:23])[CH2:13][CH2:12]1)=[O:10])[C:2]1[CH:7]=[CH:6][CH:5]=[CH:4][CH:3]=1. Procedure: To a mixture of ethyl 6-(1-benzyloxycarbonyl-4-piperidyl)-2-hydroxyhexanoate (12.8 g), ethyl acetate (120 ml) and pyridine (13 g) is added thionyl chloride (5.1 ml). The mixture is refluxed for 45 minutes with stirring. After cooling, the mixture is diluted with water (500 ml) and extracted with ethyl acetate (200 ml). The extract is washed successively with 0.1N hydrochloric acid and water, dried over anhydrous magnesium sulfate and concentrated in vacuo. The oily residue is chromatographed on ... Reactants: CCOC(=Cc1ccc(OCCCl)cc1)C(=O)OC, C1CCOC1. Yields the product CCOC(Cc1ccc(OCCCl)cc1)C(=O)OC. RXN SMILES: [Cl:1][CH2:2][CH2:3][O:4][c:5]1[cH:6][cH:7][c:8]([CH:11]=[C:12]([C:13](=[O:14])[O:15][CH3:16])[O:17][CH2:18][CH3:19])[cH:9][cH:10]1.[O:20]1[CH2:21][CH2:22][CH2:23][CH2:24]1>>[Cl:1][CH2:2][CH2:3][O:4][c:5]1[cH:6][cH:7][c:8]([CH2:11][CH:12]([C:13](=[O:14])[O:15][CH3:16])[O:17][CH2:18][CH3:19])[cH:9][cH:10]1. The reactants are CC(=O)OC1CCC(OS(C)(=O)=O)C1, [N-]=[N+]=[N-], [Na+], CN(C)C=O. The product is CC(=O)OC1CCC(N=[N+]=[N-])C1. As a reaction SMILES: [C:1]([CH3:2])(=[O:3])[O:4][CH:5]1[CH2:6][CH:7]([O:10][S:11]([CH3:12])(=[O:13])=[O:14])[CH2:8][CH2:9]1.[N-:16]=[N+:17]=[N-:18].[Na+:15].[O:19]=[CH:20][N:21]([CH3:22])[CH3:23]>>[C:1]([CH3:2])(=[O:3])[O:4][CH:5]1[CH2:6][CH:7]([N:16]=[N+:17]=[N-:18])[CH2:8][CH2:9]1. The reactants are Nc1ncnc2c1ncn2COCCN1C(=O)c2ccccc2C1=O, CCO, COCCO, NN, O. Yields the product NCCOCn1cnc2c(N)ncnc21. As a reaction SMILES: [C:1]1(=[O:2])[N:5]([CH2:6][CH2:7][O:8][CH2:9][n:10]2[c:11]3[n:12][cH:13][n:14][c:15]([NH2:19])[c:16]3[n:17][cH:18]2)[C:3](=[O:4])[c:20]2[cH:21][cH:22][cH:23][cH:24][c:25]21.[CH3:29][CH2:30][OH:31].[CH3:32][O:33][CH2:34][CH2:35][OH:36].[NH2:27][NH2:28].[OH2:26]>>[NH2:5][CH2:6][CH2:7][O:8][CH2:9][n:10]1[c:11]2[n:12][cH:13][n:14][c:15]([NH2:19])[c:16]2[n:17][cH:18]1. The reactants are ClC=1C=C(C=CC1Cl)C1(CC(N(C1)CC1=CC(=CC(=C1)C(F)(F)F)C(F)(F)F)=O)CCOS(=O)(=O)C (4-(3,4-Dichlorophenyl)-1-[3,5-bis(trifluoromethyl)benzyl]-4-[2-(mesyloxy)ethyl]pyrrolidin-2-one), OC1(CCNCC1)C1=CC=CC=C1 (4-hydroxy-4-phenylpiperidine), C([O-])([O-])=O.[K+].[K+] (potassium carbonate), Cl (hydrochloride), Cl (hydrochloric acid). The solvent is C(C)(=O)OCC (ethyl acetate), O (water), CN(C)C=O (DMF), C(Cl)Cl (DCM). Run at temperature 80 celsius. The product is Cl.ClC=1C=C(C=CC1Cl)C1(CC(N(C1)CC1=CC(=CC(=C1)C(F)(F)F)C(F)(F)F)=O)CCN1CCC(CC1)(C1=CC=CC=C1)O (4-(3,4-Dichlorophenyl)-4-[2-(4-hydroxy-4-phenylpiperid-1-yl)ethyl]-1-[3,5-bis(trifluoromethyl)benzyl]pyrrolidin-2-one hydrochloride). Reaction SMILES: [Cl:1][C:2]1[CH:3]=[C:4]([C:9]2([CH2:30][CH2:31]OS(C)(=O)=O)[CH2:13][N:12]([CH2:14][C:15]3[CH:20]=[C:19]([C:21]([F:24])([F:23])[F:22])[CH:18]=[C:17]([C:25]([F:28])([F:27])[F:26])[CH:16]=3)[C:11](=[O:29])[CH2:10]2)[CH:5]=[CH:6][C:7]=1[Cl:8].[OH:37][C:38]1([C:44]2[CH:49]=[CH:48][CH:47]=[CH:46][CH:45]=2)[CH2:43][CH2:42][NH:41][CH2:40][CH2:39]1.C(=O)([O-])[O-].[K+].[K+].Cl>CN(C=O)C.C(Cl)Cl.C(OCC)(=O)C.O>[ClH:1].[Cl:1][C:2]1[CH:3]=[C:4]([C:9]2([CH2:30][CH2:31][N:41]3[CH2:42][CH2:43][C:38]([OH:37])([C:44]4[CH:49]=[CH:48][CH:47]=[CH:46][CH:45]=4)[CH2:39][CH2:40]3)[CH2:13][N:12]([CH2:14][C:15]3[CH:16]=[C:17]([C:25]([F:26])([F:27])[F:28])[CH:18]=[C:19]([C:21]([F:24])([F:22])[F:23])[CH:20]=3)[C:11](=[O:29])[CH2:10]2)[CH:5]=[CH:6][C:7]=1[Cl:8] |f:2.3.4,10.11|. Procedure: A mixture containing 1 g of 4-(3,4-dichlorophenyl)-1-[3,5-bis(trifluoromethyl)benzyl]-4-[2-(mesyloxy)ethyl]pyrrolidin-2-one obtained in Example 9, step B, 0.875 g of 4-hydroxy-4-phenylpiperidine and 0.483 g of potassium carbonate in 2 ml of DMF is prepared and heated at 80° C. for 3 hours. It is allowed to cool and ice, water and ethyl acetate are then added. Extraction is carried out with AcOEt and the extract is washed with water and then with sodium chloride solution. The pure product is obta... The reactants are FC1=C(C=C2C(=CN(C2=C1)S(=O)(=O)C1=CC=C(C)C=C1)B1OC(C(O1)(C)C)(C)C)C1=NN=C(O1)NC(C)C (5-(6-fluoro-3-(4,4,5,5-tetramethyl-1,3,2-dioxaborolan-2-yl)-1-tosyl-1H-indol-5-yl)-N-isopropyl-1,3,4-oxadiazol-2-amine), BrC1=NC=CC(=N1)C1CC1 (2-bromo-4-cyclopropylpyrimidine), P(=O)([O-])([O-])[O-].[K+].[K+].[K+] (potassium phosphate). The reagents and catalysts are C=1C=CC(=CC1)/C=C/C(=O)/C=C/C2=CC=CC=C2.C=1C=CC(=CC1)/C=C/C(=O)/C=C/C2=CC=CC=C2.C=1C=CC(=CC1)/C=C/C(=O)/C=C/C2=CC=CC=C2.[Pd].[Pd] (Pd2(dba)3), CC(C)C1=CC(=C(C(=C1)C(C)C)C2=C(C=CC=C2)P(C3CCCCC3)C4CCCCC4)C(C)C (Xphos). Reaction conditions: temperature 130 celsius. Product: C1(CC1)C1=NC(=NC=C1)C1=CN(C2=CC(=C(C=C12)C1=NN=C(O1)NC(C)C)F)S(=O)(=O)C1=CC=C(C)C=C1 (5-(3-(4-cyclopropylpyrimidin-2-yl)-6-fluoro-1-tosyl-1H-indol-5-yl)-N-isopropyl-1,3,4-oxadiazol-2-amine). Isolated yield 102.6%. Reaction SMILES: [F:1][C:2]1[CH:10]=[C:9]2[C:5]([C:6](B3OC(C)(C)C(C)(C)O3)=[CH:7][N:8]2[S:11]([C:14]2[CH:20]=[CH:19][C:17]([CH3:18])=[CH:16][CH:15]=2)(=[O:13])=[O:12])=[CH:4][C:3]=1[C:30]1[O:34][C:33]([NH:35][CH:36]([CH3:38])[CH3:37])=[N:32][N:31]=1.Br[C:40]1[N:45]=[C:44]([CH:46]2[CH2:48][CH2:47]2)[CH:43]=[CH:42][N:41]=1.P([O-])([O-])([O-])=O.[K+].[K+].[K+]>C1C=CC(/C=C/C(/C=C/C2C=CC=CC=2)=O)=CC=1.C1C=CC(/C=C/C(/C=C/C2C=CC=CC=2)=O)=CC=1.C1C=CC(/C=C/C(/C=C/C2C=CC=CC=2)=O)=CC=1.[Pd].[Pd].CC(C1C=C(C(C)C)C(C2C=CC=CC=2P(C2CCCCC2)C2CCCCC2)=C(C(C)C)C=1)C>[CH:46]1([C:44]2[CH:43]=[CH:42][N:41]=[C:40]([C:6]3[C:5]4[C:9](=[CH:10][C:2]([F:1])=[C:3]([C:30]5[O:34][C:33]([NH:35][CH:36]([CH3:37])[CH3:38])=[N:32][N:31]=5)[CH:4]=4)[N:8]([S:11]([C:14]4[CH:15]=[CH:16][C:17]([CH3:18])=[CH:19][CH:20]=4)(=[O:12])=[O:13])[CH:7]=3)[N:45]=2)[CH2:48][CH2:47]1 |f:2.3.4.5,6.7.8.9.10|. Procedure: A 20 mL microwave vial was charged with 5-(6-fluoro-3-(4,4,5,5-tetramethyl-1,3,2-dioxaborolan-2-yl)-1-tosyl-1H-indol-5-yl)-N-isopropyl-1,3,4-oxadiazol-2-amine (185 mg, 0.342 mmol), Xphos (Strem Chemicals, Newburyport, Mass., 9.8 mg, 0.021 mmol), Pd2(dba)3 (Strem Chemicals, Newburyport, Mass., 9.4 mg, 10.27 μmol), 2-bromo-4-cyclopropylpyrimidine (CombiPhos Catalysts Inc., Princeton, N.J., 82 mg, 0.411 mmol) and potassium phosphate (218 mg, 1.03 mmol) followed by purging with argon. The solids wer... Starting materials: BrCCOC1CCCCO1, O=C([O-])[O-], CCn1c(-c2cccc(OC)c2)nc2cc(C3=NNC(=O)SC3)ccc21, CN(C)C=O, [Cs+], [Cs+], O. Yields the product CCn1c(-c2cccc(OC)c2)nc2cc(C3=NN(CCOC4CCCCO4)C(=O)SC3)ccc21. RXN SMILES: [Br:27][CH2:28][CH2:29][O:30][CH:31]1[O:32][CH2:33][CH2:34][CH2:35][CH2:36]1.[C:37](=[O:38])([O-:39])[O-:40].[CH2:1]([CH3:2])[n:3]1[c:4](-[c:19]2[cH:20][c:21]([O:25][CH3:26])[cH:22][cH:23][cH:24]2)[n:5][c:6]2[c:7]1[cH:8][cH:9][c:10]([C:12]1=[N:13][NH:14][C:15](=[O:18])[S:16][CH2:17]1)[cH:11]2.[CH3:44][N:45]([CH3:46])[CH:47]=[O:48].[Cs+:41].[Cs+:42].[OH2:43]>>[CH2:1]([CH3:2])[n:3]1[c:4](-[c:19]2[cH:20][c:21]([O:25][CH3:26])[cH:22][cH:23][cH:24]2)[n:5][c:6]2[c:7]1[cH:8][cH:9][c:10]([C:12]1=[N:13][N:14]([CH2:28][CH2:29][O:30][CH:31]3[O:32][CH2:33][CH2:34][CH2:35][CH2:36]3)[C:15](=[O:18])[S:16][CH2:17]1)[cH:11]2. Reactants: NC1=CC(=NO1)C (5-amino-3-methyl-isoxazole), C(C)OC=C(C(=O)OCC)C(=O)OCC (diethyl ethoxymethylenemalonate). Reaction conditions: temperature 120 celsius. Product: CC1=NOC2=NC=C(C=C21)C(=O)OCC (ethyl 3-methylisoxazolo[5,4-b]pyridine-5-carboxylate). Reaction SMILES: [NH2:1][C:2]1[O:6][N:5]=[C:4]([CH3:7])[CH:3]=1.C(O[CH:11]=[C:12]([C:18](OCC)=O)[C:13]([O:15][CH2:16][CH3:17])=[O:14])C>>[CH3:7][C:4]1[C:3]2[C:2](=[N:1][CH:11]=[C:12]([C:13]([O:15][CH2:16][CH3:17])=[O:14])[CH:18]=2)[O:6][N:5]=1. Procedure: A mixture of 5-amino-3-methyl-isoxazole (5.26 g) and diethyl ethoxymethylenemalonate (10.9 ml) was heated at 120° C. for 3 hrs. The mixture was cooled to room temperature. The precipitated solid was collected, washed with n-hexane and dried under high vacuum. A portion of this solid (11.37 g) was dissolved in phosphoryl chloride (55 ml), heated at reflux for 11 hrs, and then cooled to room temperature. The mixture was concentrated under reduced pressure and the residue was purified with the colu...